From a dataset of the Open Reaction Database (ORD), a public repository of structured organic reaction records. describe an organic reaction: reactants, conditions, products, and yield Starting materials: O=C([O-])[O-], CCO, CC(C)CCn1c(Cn2c(=O)n(C(C)C)c3ccccc32)nc2cc(C#N)ccc21, Cl, [K+], [K+], NO, O. Product: CC(C)CCn1c(Cn2c(=O)n(C(C)C)c3ccccc32)nc2cc(C(=N)NO)ccc21. Reaction SMILES: [C:34](=[O:35])([O-:36])[O-:37].[CH3:40][CH2:41][OH:42].[CH:1]([CH3:2])([CH3:3])[n:4]1[c:5](=[O:30])[n:6]([CH2:13][c:14]2[n:15][c:16]3[c:17]([n:18]2[CH2:19][CH2:20][CH:21]([CH3:22])[CH3:23])[cH:24][cH:25][c:26]([C:28]#[N:29])[cH:27]3)[c:7]2[c:8]1[cH:9][cH:10][cH:11][cH:12]2.[ClH:31].[K+:38].[K+:39].[NH2:32][OH:33].[OH2:43]>>[CH:1]([CH3:2])([CH3:3])[n:4]1[c:5](=[O:30])[n:6]([CH2:13][c:14]2[n:15][c:16]3[c:17]([n:18]2[CH2:19][CH2:20][CH:21]([CH3:22])[CH3:23])[cH:24][cH:25][c:26]([C:28](=[NH:29])[NH:32][OH:33])[cH:27]3)[c:7]2[c:8]1[cH:9][cH:10][cH:11][cH:12]2.